Dataset: the Open Reaction Database (ORD), a public repository of structured organic reaction records. Task: describe an organic reaction: reactants, conditions, products, and yield The reactants are C(CCC)N(C=1C(=NN2C1SC=C2C2=C(C=C(C=C2OC)COCC)OC)OC)C2CCOCC2 (N-butyl-3-[4-(ethoxymethyl)-2,6-dimethoxyphenyl]-6-methoxy-N-(tetrahydro-2H-pyran-4-yl)pyrazolo[5,1-b][1,3]thiazole-7-amine), CC(=O)C (acetone), Br (hydrobromic acid). Solvent: O (water). The product is Br.C(CCC)N(C=1C(=NN2C1SC=C2C2=C(C=C(C=C2OC)COCC)OC)OC)C2CCOCC2 (N-Butyl-3-[4-(ethoxymethyl)-2,6-dimethoxyphenyl]-6-methoxy-N-(tetrahydro-2H-pyran-4-yl)pyrazolo[5,1-b][1,3]thiazole-7-amine hydrobromide). Reaction SMILES: [CH2:1]([N:5]([CH:30]1[CH2:35][CH2:34][O:33][CH2:32][CH2:31]1)[C:6]1[C:7]([O:28][CH3:29])=[N:8][N:9]2[C:13]([C:14]3[C:19]([O:20][CH3:21])=[CH:18][C:17]([CH2:22][O:23][CH2:24][CH3:25])=[CH:16][C:15]=3[O:26][CH3:27])=[CH:12][S:11][C:10]=12)[CH2:2][CH2:3][CH3:4].CC(C)=O.[BrH:40]>O>[BrH:40].[CH2:1]([N:5]([CH:30]1[CH2:31][CH2:32][O:33][CH2:34][CH2:35]1)[C:6]1[C:7]([O:28][CH3:29])=[N:8][N:9]2[C:13]([C:14]3[C:15]([O:26][CH3:27])=[CH:16][C:17]([CH2:22][O:23][CH2:24][CH3:25])=[CH:18][C:19]=3[O:20][CH3:21])=[CH:12][S:11][C:10]=12)[CH2:2][CH2:3][CH3:4] |f:4.5|. Procedure details: To N-butyl-3-[4-(ethoxymethyl)-2,6-dimethoxyphenyl]-6-methoxy-N-(tetrahydro-2H-pyran-4-yl)pyrazolo[5,1-b][1,3]thiazole-7-amine (1.02 g) was added acetone (2 mL) warmed by hot water, then hydrobromic acid (8.84M, 240 μL) was added, and the mixture was stirred. The solvent in the mixture was partially removed by blowing nitrogen stream, and the mixture was further stirred. Starting materials: C(C)(C)(C)OC(=O)N1[C@@H](C[C@@H](C1)OCC1=CC=CC=C1)C(=O)O ((2S,4S)-1-(tert-butoxycarbonyl)-4-(benzyloxy)-pyrrolidine-2-carboxylic acid), FC(C(=O)O)(F)F (Trifluoroacetic acid). The solvent is ClCCl (dichloromethane). Conditions: time 8 hour. Product: C(C1=CC=CC=C1)O[C@H]1C[C@H](NC1)C(=O)O ((2S,4S)-4-(Benzyloxy)-pyrrolidine-2-carboxylic acid). Yield: 32.7%. As a reaction SMILES: C(OC([N:8]1[CH2:12][C@@H:11]([O:13][CH2:14][C:15]2[CH:20]=[CH:19][CH:18]=[CH:17][CH:16]=2)[CH2:10][C@H:9]1[C:21]([OH:23])=[O:22])=O)(C)(C)C.FC(F)(F)C(O)=O>ClCCl>[CH2:14]([O:13][C@@H:11]1[CH2:12][NH:8][C@H:9]([C:21]([OH:23])=[O:22])[CH2:10]1)[C:15]1[CH:20]=[CH:19][CH:18]=[CH:17][CH:16]=1. Procedure: (2S,4S)-1-(tert-butoxycarbonyl)-4-(benzyloxy)-pyrrolidine-2-carboxylic acid (Preparation 17, 150 mg, 0.47 mmol) was dissolved in dichloromethane (5 ml). Trifluoroacetic acid (5 ml) was added and the mixture left stirring overnight at room temperature. The reaction mixture was partitioned between dichloromethane (25 ml) and water (25 ml). The aqueous layer was separated, washed with more dichloromethane (25 ml) and evaporated to dryness. The product was purified using an ion exchange column (Dowe... The reactants are [OH-].[Na+] (NaOH), ClC1=CC(=NC(=N1)C1=NC=CC=C1)C (6-chloro-4-methyl-2-(2-pyridinyl)pyrimidine), COC1=CC=C(C=C1)N (p-anisidine), Cl (HCl). Solvent: O (water). Yields the product COC1=CC=C(NC2=NC(=NC(=C2)C)C2=NC=CC=C2)C=C1 (4-(4-Methoxyanilino)-6-methyl-2-(2-pyridinyl)pyrimidine). The yield is 44.8%. As a reaction SMILES: Cl[C:2]1[N:7]=[C:6]([C:8]2[CH:13]=[CH:12][CH:11]=[CH:10][N:9]=2)[N:5]=[C:4]([CH3:14])[CH:3]=1.[CH3:15][O:16][C:17]1[CH:22]=[CH:21][C:20]([NH2:23])=[CH:19][CH:18]=1.Cl.[OH-].[Na+]>O>[CH3:15][O:16][C:17]1[CH:22]=[CH:21][C:20]([NH:23][C:2]2[CH:3]=[C:4]([CH3:14])[N:5]=[C:6]([C:8]3[CH:13]=[CH:12][CH:11]=[CH:10][N:9]=3)[N:7]=2)=[CH:19][CH:18]=1 |f:3.4|. Procedure details: To a mixture of 6-chloro-4-methyl-2-(2-pyridinyl)pyrimidine (15 mg, 0.56 mmol), p-anisidine (68 mg, 0.55 mmol) in water (10 mL) was added 2 N HCl (0.3 mL). The mixture was refluxed for 6 h, cooled to room temperature, and neutralized with 2N NaOH to pH 10. The resulting mixture was then extracted with 1:1 Hexane/EtOAc (50 mL). The organic phase was washed with water and brine, dried over Na2SO4 and concentrated in vacuo. The residue was purified by chromatography (1:1 Hexane/EtOAc) to yield the ... The reactants are CNCCNC (dimethyl ethylene diamine), C/C=1/C(=O)OC(\C1\C)=O (2,3-dimethyl maleic acid anhydride), CO (methanol). The solvent is C(Cl)(Cl)Cl (chloroform). Reaction conditions: temperature 15 celsius, time 1 hour. Yields the product CN(C)CCN1C(C(=C(C1=O)C)C)=O (N-(dimethylaminoethyl)2,3-dimethylmaleimide). As a reaction SMILES: C[NH:2][CH2:3][CH2:4][NH:5][CH3:6].[CH3:7][C:8]1[C:9]([O:11][C:12](=O)[C:13]=1[CH3:14])=[O:10].[CH3:16]O>C(Cl)(Cl)Cl>[CH3:16][N:5]([CH2:4][CH2:3][N:2]1[C:9](=[O:10])[C:8]([CH3:7])=[C:13]([CH3:14])[C:12]1=[O:11])[CH3:6]. Procedure: A solution of 17.5 g (0.2 mol.) of asym.dimethyl ethylene diamine in 100 ml of methanol is added dropwise to a solution of 25.1 g (0.2 mol.) of 2,3-dimethyl maleic acid anhydride in 100 ml of chloroform. The mixture is stirred for one hour at 15° C. The solvents are evaporated in vacuo and the residue is recrystallised from acetone. The pure product has a melting point of 9° C. and is used in the next step (c). The reactants are CCOC(=O)C1=C(COCc2nnn(CC(=O)OC)n2)NC(C)=C(C(=O)OC)C1c1ccccc1Cl, [NH4+], C1COCCO1, [OH-]. The product is CCOC(=O)C1=C(COCc2nnn(CC(N)=O)n2)NC(C)=C(C(=O)OC)C1c1ccccc1Cl. As a reaction SMILES: [Cl:1][c:2]1[c:3]([CH:8]2[C:9]([C:32](=[O:33])[O:34][CH2:35][CH3:36])=[C:10]([CH2:19][O:20][CH2:21][c:22]3[n:23][n:24][n:25]([CH2:27][C:28](=[O:29])[O:30][CH3:31])[n:26]3)[NH:11][C:12]([CH3:18])=[C:13]2[C:14](=[O:15])[O:16][CH3:17])[cH:4][cH:5][cH:6][cH:7]1.[NH4+:37].[O:39]1[CH2:40][CH2:41][O:42][CH2:43][CH2:44]1.[OH-:38]>>[Cl:1][c:2]1[c:3]([CH:8]2[C:9]([C:32](=[O:33])[O:34][CH2:35][CH3:36])=[C:10]([CH2:19][O:20][CH2:21][c:22]3[n:23][n:24][n:25]([CH2:27][C:28](=[O:29])[NH2:37])[n:26]3)[NH:11][C:12]([CH3:18])=[C:13]2[C:14](=[O:15])[O:16][CH3:17])[cH:4][cH:5][cH:6][cH:7]1. Product: C(C)OC(C)OC(C(CCCC=C)CCCC=C)=O (1-ethoxyethyl-2-(pent-4-enyl)hept-6-enoate), colorless oil. Run at time 30 minute. The solvent is C(C)OCC (diethyl ether), C(C)OCC (diethyl ether). Procedure details: A solution of 2-(4-pentenyl)-6-hepteneoic acid (1 eq.) in diethyl ether (20 mL) was slowly added via a Pasteur pipette to a precooled (0° C.) solution of ethyl vinyl ether (excess, usually >4 eq.) and phosphoric acid (cat., 1 drop from capillary pipette) in diethyl ether (10 mL). The solution was stirred cold for 30 minutes under argon, and then warmed to room temperature for 3 days. Basic alumina (˜1 g) was added to the reaction mixture and stirred for five minutes. After filtration and solvent... As a reaction SMILES: [CH2:1]([CH:6]([CH2:10][CH2:11][CH2:12][CH:13]=[CH2:14])[C:7]([OH:9])=[O:8])[CH2:2][CH2:3][CH:4]=[CH2:5].[CH:15]([O:17][CH2:18][CH3:19])=[CH2:16]>C(OCC)C.P(=O)(O)(O)O>[CH2:15]([O:17][CH:18]([O:8][C:7](=[O:9])[CH:6]([CH2:10][CH2:11][CH2:12][CH:13]=[CH2:14])[CH2:1][CH2:2][CH2:3][CH:4]=[CH2:5])[CH3:19])[CH3:16]. Reactants: C(CCC=C)C(C(=O)O)CCCC=C (2-(4-pentenyl)-6-hepteneoic acid), C(=C)OCC (ethyl vinyl ether). The reagents and catalysts are P(O)(O)(O)=O (phosphoric acid). The yield is 99.0%.